Dataset: the Open Reaction Database (ORD), a public repository of structured organic reaction records. Task: describe an organic reaction: reactants, conditions, products, and yield Procedure: Diethylazodicarboxylate (20.7 mL, 131.6 mmol) in THF (35 mL) was added dropwise in to a cold (0° C.) solution of 4-(2'-hydroxy-ethyl)-5-methyl-2-phenyloxazole (25.0 g, 123.0 mmol), triphenylphosphine (34.5 g, 131.6 mmol), and 3'-hydroxyacetophenone (18.0 g, 131.6 mmol) and THF (180 mL). The mixture was allowed to come to room temperature and stirred for 48 hours. Then, it was poured into H2O, acidified with HCl (2N) and extracted with EtOAc. The organic extracts were dried over MgSO4. Evaporatio... Starting materials: CCOC(=O)/N=N/C(=O)OCC (Diethylazodicarboxylate), OCCC=1N=C(OC1C)C1=CC=CC=C1 (4-(2'-hydroxy-ethyl)-5-methyl-2-phenyloxazole), C1(=CC=CC=C1)P(C1=CC=CC=C1)C1=CC=CC=C1 (triphenylphosphine), OC=1C=C(C=CC1)C(C)=O (3'-hydroxyacetophenone), Cl (HCl). Conditions: time 48 hour. Reaction SMILES: CCOC(/N=N/C(OCC)=O)=O.[OH:13][CH2:14][CH2:15][C:16]1[N:17]=[C:18]([C:22]2[CH:27]=[CH:26][CH:25]=[CH:24][CH:23]=2)[O:19][C:20]=1[CH3:21].C1(P(C2C=CC=CC=2)C2C=CC=CC=2)C=CC=CC=1.O[C:48]1[CH:49]=[C:50]([C:54](=[O:56])[CH3:55])[CH:51]=[CH:52][CH:53]=1.Cl>C1COCC1.O>[CH3:21][C:20]1[O:19][C:18]([C:22]2[CH:27]=[CH:26][CH:25]=[CH:24][CH:23]=2)=[N:17][C:16]=1[CH2:15][CH2:14][O:13][C:53]1[CH:52]=[CH:51][C:50]([C:54](=[O:56])[CH3:55])=[CH:49][CH:48]=1. The solvent is O (H2O), C1CCOC1 (THF), C1CCOC1 (THF). Yields the product CC1=C(N=C(O1)C1=CC=CC=C1)CCOC1=CC=C(C=C1)C(C)=O (1-{4-[2-(5-methyl-2-phenyl-oxazol-4-yl)-ethoxy]-phenyl}-ethanone). Isolated yield 77.2%.